Dataset: the Open Reaction Database (ORD), a public repository of structured organic reaction records. Task: describe an organic reaction: reactants, conditions, products, and yield The reactants are [BH4-].[Na+] (Sodium borohydride), C(=O)(OC(C)(C)C)N1[C@H](C=O)C[C@H](C1)O[Si](C)(C)C(C)(C)C ((2S,4R)-N-BOC-4-(t-butyldimethylsilyloxy)prolinaldehyde). The solvent is CO (MeOH). Conditions: time 3 hour. Yields the product C(=O)(OC(C)(C)C)N1[C@H](CO)C[C@H](C1)O[Si](C)(C)C(C)(C)C ((2S,4R)-N-BOC-4-(t-butyldimethylsilylhydroxy)prolinol). The yield is 105.0%. RXN SMILES: [BH4-].[Na+].[C:3]([N:10]1[CH2:16][C@H:15]([O:17][Si:18]([C:21]([CH3:24])([CH3:23])[CH3:22])([CH3:20])[CH3:19])[CH2:14][C@H:11]1[CH:12]=[O:13])([O:5][C:6]([CH3:9])([CH3:8])[CH3:7])=[O:4]>CO>[C:3]([N:10]1[CH2:16][C@H:15]([O:17][Si:18]([C:21]([CH3:24])([CH3:23])[CH3:22])([CH3:19])[CH3:20])[CH2:14][C@H:11]1[CH2:12][OH:13])([O:5][C:6]([CH3:7])([CH3:8])[CH3:9])=[O:4] |f:0.1|. Procedure: Sodium borohydride (227 mg, 6 mmol) was added at 0° C. to a stirred solution of (2S,4R)-N-BOC-4-(t-butyldimethylsilyloxy)prolinaldehyde (522 mg, 1.58 mmol) in MeOH (10 mL), and the mixture was stirred at rt for 3 h. The reaction was quenched by adding sat. NaHCO3 (20 mL), and the resulting mixture was extracted with EtOAc (3×50 mL). The EtOAc extracts were washed with brine (2×50 mL), and dried (Na2SO4). The solvent was removed in vacuo to give (2S,4R)-N-BOC-4-(t-butyldimethylsilylhydroxy)prolin... Reactants: CC(C)(C)N=NC1(Cl)CCCCC1, CC(C)O, [Cl-], [Na+], [Na+], O, N#C[S-]. Yields the product CC(C)(C)N=NC1(N=C=S)CCCCC1. RXN SMILES: [C:5]([CH3:6])([CH3:7])([CH3:8])[N:9]=[N:10][C:11]1([Cl:17])[CH2:12][CH2:13][CH2:14][CH2:15][CH2:16]1.[CH:21]([OH:22])([CH3:23])[CH3:24].[Cl-:20].[Na+:19].[Na+:1].[OH2:18].[S-:2][C:3]#[N:4]>>[S:2]=[C:3]=[N:4][C:11]1([N:10]=[N:9][C:5]([CH3:6])([CH3:7])[CH3:8])[CH2:12][CH2:13][CH2:14][CH2:15][CH2:16]1. The yield is 46.0%. Reported procedure: The title compound was prepared from a mixture of 4-chloro-2-(4-pyridinyl)-6-(trifluoromethyl)pyrimidine (50 mg, 0.193 mmol) and m-anisidine (22 μl, 0.193 mmol) similar to Example 13 and isolated as a yellow solid (31 mg, 46%). 1H NMR (CDCl3): 8.77–8.75 (m, 2H), 8.28–8.25 (m, 2H), 7.36 (t, J=8.3 Hz, 1H), 7.13 (s, 1H), 7.03 (s, 1H), 6.98–6.96 (m, 2H), 6.83–6.81 (m, 1H), 3.84 (s, 3H). Reaction SMILES: Cl[C:2]1[CH:7]=[C:6]([C:8]([F:11])([F:10])[F:9])[N:5]=[C:4]([C:12]2[CH:17]=[CH:16][N:15]=[CH:14][CH:13]=2)[N:3]=1.[CH3:18][O:19][C:20]1[CH:25]=[CH:24][CH:23]=[C:22]([NH2:26])[CH:21]=1>>[CH3:18][O:19][C:20]1[CH:21]=[C:22]([CH:23]=[CH:24][CH:25]=1)[NH:26][C:2]1[CH:7]=[C:6]([C:8]([F:11])([F:10])[F:9])[N:5]=[C:4]([C:12]2[CH:17]=[CH:16][N:15]=[CH:14][CH:13]=2)[N:3]=1. Reactants: ClC1=NC(=NC(=C1)C(F)(F)F)C1=CC=NC=C1 (4-chloro-2-(4-pyridinyl)-6-(trifluoromethyl)pyrimidine), COC1=CC(=CC=C1)N (m-anisidine). Product: COC=1C=C(NC2=NC(=NC(=C2)C(F)(F)F)C2=CC=NC=C2)C=CC1 (4-(3-Methoxyanilino)-2-(4-pyridinyl)-6-(trifluoromethyl)pyrimidine), solid. Starting materials: BrC=1C2=C(N=CN1)OC(=C2C2=CC=CC=C2)C2=CC=CC=C2 (4-Bromo-5,6-diphenyl-furo[2,3-d]pyrimidine), S1C(SCC1)NC (1,3-dithiolan-2-yl-methylamine), CCN(C(C)C)C(C)C (DIEA). Run in C(CCC)O (1-butanol). Run at temperature 120 celsius. The product is S1C(SCC1)CNC=1C2=C(N=CN1)OC(=C2C2=CC=CC=C2)C2=CC=CC=C2 (4-[(1,3-Dithiolan-2-yl)-methyl]amino-5,6-diphenyl furo[2,3-d]pyrimidine). The yield is 34.7%. RXN SMILES: Br[C:2]1[C:3]2[C:10]([C:11]3[CH:16]=[CH:15][CH:14]=[CH:13][CH:12]=3)=[C:9]([C:17]3[CH:22]=[CH:21][CH:20]=[CH:19][CH:18]=3)[O:8][C:4]=2[N:5]=[CH:6][N:7]=1.[S:23]1[CH2:27][CH2:26][S:25][CH:24]1NC.C[CH2:31][N:32](C(C)C)C(C)C>C(O)CCC>[S:25]1[CH2:26][CH2:27][S:23][CH:24]1[CH2:31][NH:32][C:2]1[C:3]2[C:10]([C:11]3[CH:16]=[CH:15][CH:14]=[CH:13][CH:12]=3)=[C:9]([C:17]3[CH:22]=[CH:21][CH:20]=[CH:19][CH:18]=3)[O:8][C:4]=2[N:5]=[CH:6][N:7]=1. Procedure: A mixture of 69 (150 mg, 0.86 mmol), 1,3-dithiolan-2-yl-methylamine (240 μL, 1.78 mmol), and DIEA 0.31 mL (1.78 mmol) in 1-butanol (1 mL) was heated to 120° C. for 2 h. After cooling, the reaction mixture was concentrated, and the residue was purified by silica gel column chromatography, affording 110 (121 mg). LCMS and 1HNMR are identical with the product obtained from method 1. Reactants: [H-].[Na+] (sodium hydride), C(CCCCCCCCCCC)OCC(COC(C1=CC=CC=C1)(C1=CC=CC=C1)C1=CC=CC=C1)O (3-Dodecyloxy-1-triphenylmethoxy-2-propanol), ice, BrCCCCCCCCCC (1-Bromodecane), O (water). Solvent: O1CCCC1 (tetrahydrofuran), C(C)OCC (Diethyl ether). Conditions: time 2 hour. Yields the product C(CCCCCCCCCCC)OCC(COC(C1=CC=CC=C1)(C1=CC=CC=C1)C1=CC=CC=C1)OCCCCCCCCCC (3-Dodecyloxy-2-decyloxy-1-triphenylmethoxypropane). The yield is 51.8%. As a reaction SMILES: [CH2:1]([O:13][CH2:14][CH:15]([OH:37])[CH2:16][O:17][C:18]([C:31]1[CH:36]=[CH:35][CH:34]=[CH:33][CH:32]=1)([C:25]1[CH:30]=[CH:29][CH:28]=[CH:27][CH:26]=1)[C:19]1[CH:24]=[CH:23][CH:22]=[CH:21][CH:20]=1)[CH2:2][CH2:3][CH2:4][CH2:5][CH2:6][CH2:7][CH2:8][CH2:9][CH2:10][CH2:11][CH3:12].[H-].[Na+].Br[CH2:41][CH2:42][CH2:43][CH2:44][CH2:45][CH2:46][CH2:47][CH2:48][CH2:49][CH3:50].O>O1CCCC1.C(OCC)C>[CH2:1]([O:13][CH2:14][CH:15]([O:37][CH2:41][CH2:42][CH2:43][CH2:44][CH2:45][CH2:46][CH2:47][CH2:48][CH2:49][CH3:50])[CH2:16][O:17][C:18]([C:31]1[CH:36]=[CH:35][CH:34]=[CH:33][CH:32]=1)([C:19]1[CH:24]=[CH:23][CH:22]=[CH:21][CH:20]=1)[C:25]1[CH:26]=[CH:27][CH:28]=[CH:29][CH:30]=1)[CH2:2][CH2:3][CH2:4][CH2:5][CH2:6][CH2:7][CH2:8][CH2:9][CH2:10][CH2:11][CH3:12] |f:1.2|. Reported procedure: 3-Dodecyloxy-1-triphenylmethoxy-2-propanol (13.5 g, 0.027 mol) was added dropwise to an ice-cooled suspension of sodium hydride (80%, 1.6 g, 0.054 mol) in 150 mL of tetrahydrofuran under nitrogen. After stirring for 2 h at room temperature, heat was applied (55° C.). 1-Bromodecane (6 g, 0.027 mol) was added dropwise, and heating continued for 6 h. After cooling for 3 h, water was added slowly. Diethyl ether (2×100 mL) was added, and the solution washed with 15% sodium thiosulfite, water, and bri... The reactants are ClC1=C(C=CC=C1)C1=NCC=2N(C3=C1C=C(S3)I)C(=NN2)C (4-(2-chlorophenyl)-2-iodo-9-methyl-6H-thieno [3,2-f][1,2,4]triazolo[4,3-a][1,4]diazepine), C(#C)C1=NC=CC=C1 (2-ethynylpyridine), C(C)O (ethanol). Solvent: C(Cl)Cl (methylene chloride). Product: ClC1=C(C=CC=C1)C1=NCC=2N(C3=C1C=C(S3)C#CC3=NC=CC=C3)C(=NN2)C (4-(2-chlorophenyl)-9-methyl-2-[2-(2-pyridinyl)-ethynyl]-6H-thieno[3,2-f][1,2,4]triazolo[4,3-a][1,4]diazepine). As a reaction SMILES: [Cl:1][C:2]1[CH:7]=[CH:6][CH:5]=[CH:4][C:3]=1[C:8]1[C:14]2[CH:15]=[C:16](I)[S:17][C:13]=2[N:12]2[C:19]([CH3:22])=[N:20][N:21]=[C:11]2[CH2:10][N:9]=1.[C:23]([C:25]1[CH:30]=[CH:29][CH:28]=[CH:27][N:26]=1)#[CH:24].C(O)C>C(Cl)Cl>[Cl:1][C:2]1[CH:7]=[CH:6][CH:5]=[CH:4][C:3]=1[C:8]1[C:14]2[CH:15]=[C:16]([C:24]#[C:23][C:25]3[CH:30]=[CH:29][CH:28]=[CH:27][N:26]=3)[S:17][C:13]=2[N:12]2[C:19]([CH3:22])=[N:20][N:21]=[C:11]2[CH2:10][N:9]=1. Reported procedure: The title compound was obtained by coupling 4-(2-chlorophenyl)-2-iodo-9-methyl-6H-thieno [3,2-f][1,2,4]triazolo[4,3-a][1,4]diazepine with 2-ethynylpyridine under the conditions used in Example 37. The product was isolated by chromatography over the 50-fold amount of silica gel using 5% (v/v) of ethanol in methylene chloride. The fractions homogenous by TLC were combined and evaporated. Crystallization of the residue from ethyl acetate and recrystallization from tetrahydrofuran/methanol gave off-... Starting materials: CO, CC=O, NCc1ccc(-c2c[nH]nc2-c2c[nH]c(C(=O)NC(CO)c3ccc(F)c(Cl)c3)c2)cc1Cl. Product: CCNCc1ccc(-c2c[nH]nc2-c2c[nH]c(C(=O)NC(CO)c3ccc(F)c(Cl)c3)c2)cc1Cl. Reaction SMILES: [CH3:37][OH:38].[CH:34]([CH3:35])=[O:36].[Cl:1][c:2]1[cH:3][c:4]([CH:9]([CH2:10][OH:11])[NH:12][C:13](=[O:14])[c:15]2[nH:16][cH:17][c:18](-[c:20]3[n:21][nH:22][cH:23][c:24]3-[c:25]3[cH:26][c:27]([Cl:33])[c:28]([CH2:31][NH2:32])[cH:29][cH:30]3)[cH:19]2)[cH:5][cH:6][c:7]1[F:8]>>[Cl:1][c:2]1[cH:3][c:4]([CH:9]([CH2:10][OH:11])[NH:12][C:13](=[O:14])[c:15]2[nH:16][cH:17][c:18](-[c:20]3[n:21][nH:22][cH:23][c:24]3-[c:25]3[cH:26][c:27]([Cl:33])[c:28]([CH2:31][NH:32][CH2:34][CH3:35])[cH:29][cH:30]3)[cH:19]2)[cH:5][cH:6][c:7]1[F:8].